This data is from the Open Reaction Database (ORD), a public repository of structured organic reaction records. The task is: describe an organic reaction: reactants, conditions, products, and yield Reactants: C1CCOC1, CCN, CCN(C(C)C)C(C)C, Fc1cc(F)cc(C2COCc3c(Cl)nc(Cl)nc32)c1. The product is CCNc1nc(Cl)nc2c1COCC2c1cc(F)cc(F)c1. Reaction SMILES: [CH2:33]1[O:34][CH2:35][CH2:36][CH2:37]1.[CH3:1][CH2:2][NH2:3].[CH:24]([N:25]([CH2:26][CH3:27])[CH:28]([CH3:29])[CH3:30])([CH3:31])[CH3:32].[Cl:4][c:5]1[n:6][c:7]([Cl:23])[c:8]2[c:9]([n:10]1)[CH:11]([c:15]1[cH:16][c:17]([F:22])[cH:18][c:19]([F:21])[cH:20]1)[CH2:12][O:13][CH2:14]2>>[CH3:1][CH2:2][NH:3][c:7]1[n:6][c:5]([Cl:4])[n:10][c:9]2[c:8]1[CH2:14][O:13][CH2:12][CH:11]2[c:15]1[cH:16][c:17]([F:22])[cH:18][c:19]([F:21])[cH:20]1. Reaction SMILES: [CH3:39][CH2:40][O:41][C:42]([CH3:43])=[O:44].[CH:30]([N:31]([CH2:32][CH3:33])[CH:34]([CH3:35])[CH3:36])([CH3:37])[CH3:38].[Cl:23][c:24]1[n:25][cH:26][cH:27][cH:28][n:29]1.[Cl:3][c:4]1[cH:5][c:6]([CH:16]=[CH:17][C:18](=[O:19])[O:20][CH2:21][CH3:22])[cH:7][n:8][c:9]1[NH:10][CH:11]1[CH2:12][NH:13][CH2:14][CH2:15]1.[ClH:1].[ClH:2].[O:45]=[CH:46][N:47]([CH3:48])[CH3:49].[OH2:50]>>[Cl:3][c:4]1[cH:5][c:6]([CH:16]=[CH:17][C:18](=[O:19])[O:20][CH2:21][CH3:22])[cH:7][n:8][c:9]1[NH:10][CH:11]1[CH2:12][N:13]([c:24]2[n:25][cH:26][cH:27][cH:28][n:29]2)[CH2:14][CH2:15]1. Reactants: CCOC(C)=O, CCN(C(C)C)C(C)C, Clc1ncccn1, CCOC(=O)C=Cc1cnc(NC2CCNC2)c(Cl)c1, Cl, Cl, CN(C)C=O, O. Product: CCOC(=O)C=Cc1cnc(NC2CCN(c3ncccn3)C2)c(Cl)c1.